Task: describe an organic reaction: reactants, conditions, products, and yield. Dataset: the Open Reaction Database (ORD), a public repository of structured organic reaction records Starting materials: CC(C)O, COC(=O)c1cc(Cl)c(Cl)c(Cl)n1, O=S(=O)(O)O, c1ccncc1. Product: CC(C)OC(=O)c1cc(Cl)c(Cl)c(Cl)n1. Reaction SMILES: [CH3:25][CH:26]([CH3:27])[OH:28].[Cl:1][c:2]1[cH:3][c:4]([C:10](=[O:11])[O:12][CH3:13])[n:5][c:6]([Cl:9])[c:7]1[Cl:8].[S:14](=[O:15])(=[O:16])([OH:17])[OH:18].[cH:19]1[cH:20][cH:21][n:22][cH:23][cH:24]1>>[Cl:1][c:2]1[cH:3][c:4]([C:10](=[O:11])[O:28][CH:26]([CH3:25])[CH3:27])[n:5][c:6]([Cl:9])[c:7]1[Cl:8]. The reactants are CN1N=C(N=C1)CO ((1-methyl-1H-1,2,4-triazol-3-yl)methanol), O=S(Cl)Cl (SOCl2). Product: Cl.ClCC1=NN(C=N1)C (3-(chloromethyl)-1-methyl-1H-1,2,4-triazole hydrochloride). As a reaction SMILES: [CH3:1][N:2]1[CH:6]=[N:5][C:4]([CH2:7]O)=[N:3]1.O=S(Cl)[Cl:11]>>[ClH:11].[Cl:11][CH2:7][C:4]1[N:5]=[CH:6][N:2]([CH3:1])[N:3]=1 |f:2.3|. Reported procedure: (1-methyl-1H-1,2,4-triazol-3-yl)methanol (0.25 g, 2.2 mmol) was dissolved in 10 mL of SOCl2 and refluxed for 2 hours. The mixture was evaporated to dryness and coevaporated with toluene. The resulting white solid (0.2 g) was used in the next step without further purification. The reactants are FC=1C(=C(C2=C(C(C=C(O2)C2=CC(=C(C=C2)NC(C(C)(C)C)=O)F)=O)C1NC(C(C)(C)C)=O)F)N1CCN(CC1)C (6,8-difluoro-2-(3-fluoro-4-pivaloylaminophenyl)-7-(4-methylpiperazin-1-yl)-5-pivaloylamino-4H-1-benzopyran-4-one), Cl (hydrochloric acid). Solvent: O1CCOCC1 (1,4-dioxane). Yields the product NC1=C(C(=C(C2=C1C(C=C(O2)C2=CC(=C(C=C2)N)F)=O)F)N2CCN(CC2)C)F (5-Amino-2-(4-amino-3-fluorophenyl)-6,8-difluoro-7-(4-methylpiperazin-1-yl)-4H-1-benzopyran-4-one). Isolated yield 48.7%. Reaction SMILES: [F:1][C:2]1[C:3]([N:35]2[CH2:40][CH2:39][N:38]([CH3:41])[CH2:37][CH2:36]2)=[C:4]([F:34])[C:5]2[O:10][C:9]([C:11]3[CH:16]=[CH:15][C:14]([NH:17]C(=O)C(C)(C)C)=[C:13]([F:24])[CH:12]=3)=[CH:8][C:7](=[O:25])[C:6]=2[C:26]=1[NH:27]C(=O)C(C)(C)C.Cl>O1CCOCC1>[NH2:27][C:26]1[C:6]2[C:7](=[O:25])[CH:8]=[C:9]([C:11]3[CH:16]=[CH:15][C:14]([NH2:17])=[C:13]([F:24])[CH:12]=3)[O:10][C:5]=2[C:4]([F:34])=[C:3]([N:35]2[CH2:36][CH2:37][N:38]([CH3:41])[CH2:39][CH2:40]2)[C:2]=1[F:1]. Reported procedure: 340 mg (0.594 mmol) of the above 6,8-difluoro-2-(3-fluoro-4-pivaloylaminophenyl)-7-(4-methylpiperazin-1-yl)-5-pivaloylamino-4H-1-benzopyran-4-one was dissolved in 20 mL of 1,4-dioxane, 10 mL of concentrated hydrochloric acid was added and the mixture was heated at reflux for 2.5 hours. The reaction solution was cooled on ice, adjusted to pH 10 and extracted twice with chloroform (containing a small amount of methanol). The organic layer was washed once with an aqueous saturated solution of sodiu... Starting materials: CC(CC(N)C1=CC=C(C=C1)C1=CC=C(C=C1)C(F)(F)F)C (3-methyl-1-(4′-(trifluoromethyl)biphenyl-4-yl)butan-1-amine), CC(C)(C)S(=O)N (racemic 2-methylpropane-2-sulfinamide), ClC1=NC=C(C=N1)C(=O)OC (methyl 2-chloropyrimidine-5-carboxylate), C(C)(C)N(CC)C(C)C (diisopropylethylamine). The solvent is CC(C)O (2-propanol). Run at temperature 100 celsius. Product: CC(CC(C1=CC=C(C=C1)C1=CC=C(C=C1)C(F)(F)F)NC1=NC=C(C=N1)C(=O)OC)C (methyl 2-(3-methyl-1-(4′-(trifluoromethyl)biphenyl-4-yl)butylamino)pyrimidine-5-carboxylate). Isolated yield 112.7%. RXN SMILES: [CH3:1][CH:2]([CH3:22])[CH2:3][CH:4]([C:6]1[CH:11]=[CH:10][C:9]([C:12]2[CH:17]=[CH:16][C:15]([C:18]([F:21])([F:20])[F:19])=[CH:14][CH:13]=2)=[CH:8][CH:7]=1)[NH2:5].CC(S(N)=O)(C)C.Cl[C:31]1[N:36]=[CH:35][C:34]([C:37]([O:39][CH3:40])=[O:38])=[CH:33][N:32]=1.C(N(C(C)C)CC)(C)C>CC(O)C>[CH3:1][CH:2]([CH3:22])[CH2:3][CH:4]([NH:5][C:31]1[N:36]=[CH:35][C:34]([C:37]([O:39][CH3:40])=[O:38])=[CH:33][N:32]=1)[C:6]1[CH:11]=[CH:10][C:9]([C:12]2[CH:17]=[CH:16][C:15]([C:18]([F:19])([F:20])[F:21])=[CH:14][CH:13]=2)=[CH:8][CH:7]=1. Reported procedure: A solution of 3-methyl-1-(4′-(trifluoromethyl)biphenyl-4-yl)butan-1-amine (307 mg, 1 mmol), prepared as in example 1.1 using racemic 2-methylpropane-2-sulfinamide, methyl 2-chloropyrimidine-5-carboxylate (186 mg, 1 mmol) and diisopropylethylamine (516 mg, 4 mmol) in 2-propanol (3 mL) was heated to 100° C. for 3 hours. The mixture was concentrated under reduced pressure and the crude residue was purified by column chromatography to give methyl 2-(3-methyl-1-(4′-(trifluoromethyl)biphenyl-4-yl)buty...